The task is: describe an organic reaction: reactants, conditions, products, and yield. This data is from the Open Reaction Database (ORD), a public repository of structured organic reaction records. The reactants are Cl.F[C@@H]1CNCC1 ((S)-3-fluoropyrrolidine hydrochloride), ice, BrC1=NC=CC(=C1)CBr (2-Bromo-4-(bromomethyl)pyridine), [OH-].[K+] (KOH). Solvent: CS(=O)C (DMSO). Reaction conditions: time 20 minute. Yields the product BrC1=NC=CC(=C1)CN1CC(CC1)F (2-Bromo-4-((3-fluoropyrrolidin-1-yl)methyl)pyridine). Yield: 96.9%. As a reaction SMILES: [Br:1][C:2]1[CH:7]=[C:6]([CH2:8]Br)[CH:5]=[CH:4][N:3]=1.[OH-].[K+].Cl.[F:13][C@H:14]1[CH2:18][CH2:17][NH:16][CH2:15]1>CS(C)=O>[Br:1][C:2]1[CH:7]=[C:6]([CH2:8][N:16]2[CH2:17][CH2:18][CH:14]([F:13])[CH2:15]2)[CH:5]=[CH:4][N:3]=1 |f:1.2,3.4|. Procedure details: To an ice-cold solution of ii (3.0 g, 11.95 mmol) in DMSO (10 mL) was added KOH (1.0 g, 17.92 mmol) followed by the addition of (S)-3-fluoropyrrolidine hydrochloride (2.2 g, 17.92 mmol) under inert atmosphere. The mixture was stirred at 0° C. to RT for 20 min. The mixture was diluted with ice cold H2O followed by extraction with EtOAc (3×150 mL). The combined organic layers were washed with brine, dried (Na2SO4) and evaporated in vacuo to give Precursor 44 (3.0 g, 96%). The reactants are C(C(O)C(O)C(=O)O)(=O)O (tartaric acid), BrC1=C2C[C@H]3N(C[C@H](C[C@@H]3C=3C=CC=C(N1)C32)NC(N(CC)CC)=O)C (3-(2-bromo-6-methyl-8alpha-ergolinyl)-1,1-diethylurea), [Cl-].[Al+3].[Cl-].[Cl-] (aluminum chloride), COC(Cl)Cl (dichloromethyl methyl ether), N (ammonia). Run in O (water), ClCCl (dichloromethane). Procedure: 838 mg of 3-(2-bromo-6-methyl-8alpha-ergolinyl)-1,1-diethylurea (2 mmol) is dissolved in 100 ml of dichloromethane, 1.2 g of anhydrous aluminum chloride (9 mmol) and 1.8 ml of dichloromethyl methyl ether (20 mmol) are added and stirred for 15 minutes at room temperature. The reaction mixture is mixed with ice and, after 15 minutes, with a solution of 1.5 g of tartaric acid in 50 ml of water and made alkaline with 5 ml of conc. ammonia solution. It is extracted with dichloromethane, the organic p... Yields the product BrC1=C2C[C@H]3N(C[C@H](C[C@@H]3C=3C=C(C=C(N1)C32)C=O)NC(=O)N(CC)CC)C (2-Bromo-8alpha-(3,3-diethylureido)-6-methyl-ergoline-13-carbaldehyde). Conditions: time 15 minute. As a reaction SMILES: [Br:1][C:2]1[NH:16][C:15]2[C:17]3[C:3]=1[CH2:4][C@@H:5]1[C@@H:10]([C:11]=3[CH:12]=[CH:13][CH:14]=2)[CH2:9][C@H:8]([NH:18][C:19](=[O:25])[N:20]([CH2:23][CH3:24])[CH2:21][CH3:22])[CH2:7][N:6]1[CH3:26].[Cl-].[Al+3].[Cl-].[Cl-].[CH3:31][O:32]C(Cl)Cl.C(O)(=O)C(C(C(O)=O)O)O.N>ClCCl.O>[Br:1][C:2]1[NH:16][C:15]2[C:17]3[C:3]=1[CH2:4][C@@H:5]1[C@@H:10]([C:11]=3[CH:12]=[C:13]([CH:31]=[O:32])[CH:14]=2)[CH2:9][C@H:8]([NH:18][C:19]([N:20]([CH2:23][CH3:24])[CH2:21][CH3:22])=[O:25])[CH2:7][N:6]1[CH3:26] |f:1.2.3.4|.